This data is from the Open Reaction Database (ORD), a public repository of structured organic reaction records. The task is: describe an organic reaction: reactants, conditions, products, and yield The product is ClC=1C=CC(=C(C#N)C1)N1C(CCC1)=O (5-Chloro-2-(2-oxo-pyrrolidin-1-yl)-benzonitrile). Reactants: NCC1=C(C=CC(=C1)Cl)N1C(CCC1)=O (1-(2-Aminomethyl-4-chloro-phenyl)-pyrrolidin-2-one), ClC=1C=CC(=C(C#N)C1)F (5-chloro-2-fluorobenzonitrile), N1C(CCC1)=O (pyrrolidin-2-one), [H-].[Na+] (NaH). Conditions: time 8 hour. As a reaction SMILES: [NH2:1][CH2:2][C:3]1[CH:8]=[C:7]([Cl:9])[CH:6]=[CH:5][C:4]=1[N:10]1[CH2:14][CH2:13][CH2:12][C:11]1=[O:15].ClC1C=CC(F)=C(C=1)C#N.N1CCCC1=O.[H-].[Na+]>CN(C=O)C>[Cl:9][C:7]1[CH:6]=[CH:5][C:4]([N:10]2[CH2:14][CH2:13][CH2:12][C:11]2=[O:15])=[C:3]([CH:8]=1)[C:2]#[N:1] |f:3.4|. Run in CN(C)C=O (DMF). Procedure: 1-(2-Aminomethyl-4-chloro-phenyl)-pyrrolidin-2-one: To 5-chloro-2-fluorobenzonitrile (0.3 g, 1.929 mmol) and pyrrolidin-2-one (0.246 g, 2.89 mmol) in DMF (5 mL) was added NaH (0.116 g, 2.89 mmol) and the reaction was stirred overnight. The reaction mixture was partitioned with EtOAc/water/brine and extracted with EtOAc. The combined organic layers were washed with water and brine, dried (MgSO4), and evaporated to give 5-Chloro-2-(2-oxo-pyrrolidin-1-yl)-benzonitrile (0.42 g). LCMS m/z 221.2 (M+H)... Yield: 17.0%. The reactants are O1CC(C2=CC=CC=C12)=O (3-coumaranone), [BH4-].[Na+] (sodium tetrahydroborate), OC1=CC=C(C=C1)CCC(=O)OC (methyl 4-hydroxybenzenepropanoate), C1(=CC=CC=C1)P(C1=CC=CC=C1)C1=CC=CC=C1 (triphenylphosphine), N(=NC(=O)OCC)C(=O)OCC (diethyl azodicarboxylate), Cl (Hydrochloric acid). Procedure details: To a solution of 3-coumaranone (0.50 g, 3.7 mmol) in ethanol (20 mL) was added sodium tetrahydroborate (0.28 g, 7.5 mmol), and the mixture was stirred at room temperature for 1 hr. 0.5N Hydrochloric acid (10 mL) was added and the mixture was stirred at room temperature for 10 min. Saturated brine was added, and the mixture was extracted with ethyl acetate. The extract was dried over anhydrous magnesium sulfate and concentrated. Tetrahydrofuran (10 mL), methyl 4-hydroxybenzenepropanoate (0.46 g, ... Solvent: [Cl-].[Na+].O (brine), C(C)O (ethanol), O1CCCC1 (Tetrahydrofuran), O (Water). The product is O1CC(C2=C1C=CC=C2)OC2=CC=C(C=C2)CCC(=O)OC (methyl 4-[(2,3-dihydrobenzofuran-3-yl)oxy]benzenepropanoate). Reaction SMILES: [O:1]1[C:9]2[C:4](=[CH:5][CH:6]=[CH:7][CH:8]=2)[C:3](=[O:10])[CH2:2]1.[BH4-].[Na+].Cl.O[C:15]1[CH:20]=[CH:19][C:18]([CH2:21][CH2:22][C:23]([O:25][CH3:26])=[O:24])=[CH:17][CH:16]=1.C1(P(C2C=CC=CC=2)C2C=CC=CC=2)C=CC=CC=1.N(C(OCC)=O)=NC(OCC)=O>C(O)C.[Cl-].[Na+].O.O.O1CCCC1>[O:1]1[C:9]2[CH:8]=[CH:7][CH:6]=[CH:5][C:4]=2[CH:3]([O:10][C:15]2[CH:20]=[CH:19][C:18]([CH2:21][CH2:22][C:23]([O:25][CH3:26])=[O:24])=[CH:17][CH:16]=2)[CH2:2]1 |f:1.2,8.9.10|. Conditions: time 1 hour. Reactants: CSC=1C=CC2=C(C(C3=C(C=C2)C=CC=C3)=O)C1 (3-Methylmercapto-5H-dibenzo[a,d]cyclohepten-5-one), [OH-].[Na+] (sodium hydroxide), CO (methanol), [BH4-].[K+] (potassium borohydride). The solvent is O (water). Product: CSC=1C=CC2=C(C(C3=C(C=C2)C=CC=C3)O)C1 (3-methylmercapto-5H-dibenzo[a,d]cyclohepten-5-ol). As a reaction SMILES: [CH3:1][S:2][C:3]1[CH:4]=[CH:5][C:6]2[CH:12]=[CH:11][C:10]3[CH:13]=[CH:14][CH:15]=[CH:16][C:9]=3[C:8](=[O:17])[C:7]=2[CH:18]=1.CO.[BH4-].[K+].[OH-].[Na+]>O>[CH3:1][S:2][C:3]1[CH:4]=[CH:5][C:6]2[CH:12]=[CH:11][C:10]3[CH:13]=[CH:14][CH:15]=[CH:16][C:9]=3[CH:8]([OH:17])[C:7]=2[CH:18]=1 |f:2.3,4.5|. Procedure details: 3-Methylmercapto-5H-dibenzo[a,d]cyclohepten-5-one, 27.9 g. (0.11 mole), is dissolved in 500 ml. of methanol. The solution is stirred and heated to refluxing while a solution of 14.9 g. (0.276 mole) of potassium borohydride in 150 ml. of water containing 0.2 ml. of 10 N. sodium hydroxide is added dropwise. After stirring at reflux for 2 hours, the solution is chilled and the precipitated product collected and washed with methanol yielding, typically, 27 g. (96%). An analytical sample melts at 117... Procedure: The title compound was prepared in an analogous manner as 6-{4-[1-(2-Dimethylamino-ethyl)-4-(4-fluoro-3-trifluoromethyl-phenyl)-1H-imidazol-2-yl]-piperidin-1-yl}-5-(4-fluoro-phenyl)-pyrimidin-4-ylamine using vinylboronic acid pinacol ester instead of 4-fluorophenylboronic acid. LC-MS: (M+1=504, obsd.=504). RXN SMILES: [CH3:1][N:2]([CH3:41])[CH2:3][CH2:4][N:5]1[CH:9]=[C:8]([C:10]2[CH:15]=[CH:14][C:13]([F:16])=[C:12]([C:17]([F:20])([F:19])[F:18])[CH:11]=2)[N:7]=[C:6]1[CH:21]1[CH2:26][CH2:25][N:24]([C:27]2[N:32]=[CH:31][N:30]=[C:29]([NH2:33])[C:28]=2[C:34]2C=CC(F)=C[CH:35]=2)[CH2:23][CH2:22]1.C(B1OC(C)(C)C(C)(C)O1)=C>>[CH3:1][N:2]([CH3:41])[CH2:3][CH2:4][N:5]1[CH:9]=[C:8]([C:10]2[CH:15]=[CH:14][C:13]([F:16])=[C:12]([C:17]([F:20])([F:18])[F:19])[CH:11]=2)[N:7]=[C:6]1[CH:21]1[CH2:22][CH2:23][N:24]([C:27]2[N:32]=[CH:31][N:30]=[C:29]([NH2:33])[C:28]=2[CH:34]=[CH2:35])[CH2:25][CH2:26]1. Product: CN(CCN1C(=NC(=C1)C1=CC(=C(C=C1)F)C(F)(F)F)C1CCN(CC1)C1=C(C(=NC=N1)N)C=C)C (6-{4-[1-(2-Dimethylamino-ethyl)-4-(4-fluoro-3-trifluoromethyl-phenyl)-1H-imidazol-2-yl]-piperidin-1-yl}-5-vinyl-pyrimidin-4-ylamine). The reactants are CN(CCN1C(=NC(=C1)C1=CC(=C(C=C1)F)C(F)(F)F)C1CCN(CC1)C1=C(C(=NC=N1)N)C1=CC=C(C=C1)F)C (6-{4-[1-(2-Dimethylamino-ethyl)-4-(4-fluoro-3-trifluoromethyl-phenyl)-1H-imidazol-2-yl]-piperidin-1-yl}-5-(4-fluoro-phenyl)-pyrimidin-4-ylamine), C(=C)B1OC(C)(C)C(C)(C)O1 (vinylboronic acid pinacol ester). The reactants are Br.C1NCCC2=CC(=CC=C12)O (1,2,3,4-Tetrahydro-isoquinolin-6-ol hydrobromide), solution, C([O-])([O-])=O.[K+].[K+] (potassium carbonate), O (water), ClC(=O)OCC1=CC=CC=C1 (benzyl chloroformate). The solvent is O1CCOCC1 (dioxane). Reaction conditions: time 8 hour. The product is C(C1=CC=CC=C1)OC(=O)N1CC2=CC=C(C=C2CC1)O (6-Hydroxy-3,4-dihydro-1H-isoquinoline-2-carboxylic acid benzyl ester). Isolated yield 114.5%. Reaction SMILES: Br.[CH2:2]1[C:11]2[C:6](=[CH:7][C:8]([OH:12])=[CH:9][CH:10]=2)[CH2:5][CH2:4][NH:3]1.O.Cl[C:15]([O:17][CH2:18][C:19]1[CH:24]=[CH:23][CH:22]=[CH:21][CH:20]=1)=[O:16].C(=O)([O-])[O-].[K+].[K+]>O1CCOCC1>[CH2:18]([O:17][C:15]([N:3]1[CH2:4][CH2:5][C:6]2[C:11](=[CH:10][CH:9]=[C:8]([OH:12])[CH:7]=2)[CH2:2]1)=[O:16])[C:19]1[CH:24]=[CH:23][CH:22]=[CH:21][CH:20]=1 |f:0.1,4.5.6|. Procedure details: A solution of 8.00 g (49 mmol) of 6-Methoxy-1,2,3,4-tetrahydro-isoquinoline in 196 mL of 48% hydrobromic acid was refluxed for 3 h. The mixture was then concentrated and coevaporated several times with ethanol. The resulting slurry was filtered and dried under vacuum to give 7.43 g of 1,2,3,4-Tetrahydro-isoquinolin-6-ol hydrobromide as a solid. To 7.38 g of the crude hydrobromide dissolved in 117 mL each of dioxane and water was added 6.34 g (35.3 mmol) of benzyl chloroformate with ice bath cool... Starting materials: [H-].[Na+] (sodium hydride), FC(S(=O)(=O)OCC(C(C(COC)(F)F)(F)F)(F)F)(F)F (2,2,3,3,4,4-hexafluoro-5-methoxypentyl trifluoromethanesulfonate), C(CCC)C1=NC(=NC=C1)C1=CC=C(C=C1)O (4-butyl-2-(4-hydroxyphenyl)pyrimidine), [H][H] (hydrogen). Run in CN(C=O)C (N,N-dimethylformamide), C1(=CC=CC=C1)C (toluene), O (water), O (water). Conditions: time 20 minute. Product: C(CCC)C=1C=NC(=NC1)C1=CC=C(C=C1)OCC(C(C(COC)(F)F)(F)F)(F)F (5-butyl-2-(4-(2,2,3,3,4,4-hexafluoro-5-methoxypentoxy)phenyl)pyrimidine). RXN SMILES: [H-].[Na+].C([C:7]1[CH:12]=[CH:11][N:10]=[C:9]([C:13]2[CH:18]=[CH:17][C:16]([OH:19])=[CH:15][CH:14]=2)[N:8]=1)CCC.[H][H].FC(F)(F)S(O[CH2:28][C:29]([F:40])([F:39])[C:30]([F:38])([F:37])[C:31]([F:36])([F:35])[CH2:32][O:33][CH3:34])(=O)=O>O.CN(C)C=O.C1(C)C=CC=CC=1>[CH2:9]([C:12]1[CH:11]=[N:10][C:9]([C:13]2[CH:14]=[CH:15][C:16]([O:19][CH2:28][C:29]([F:39])([F:40])[C:30]([F:37])([F:38])[C:31]([F:35])([F:36])[CH2:32][O:33][CH3:34])=[CH:17][CH:18]=2)=[N:8][CH:7]=1)[CH2:13][CH2:14][CH3:15] |f:0.1|. Reported procedure: Dry sodium hydride (0.5 g, 0.0206 moles) was weighed into a 100 ml flask in a glove bag under dry nitrogen. The flask was then fitted with a magnetic stir bar and a water-cooled condenser with a nitrogen inlet. 20 ml of toluene and 20 ml of anhydrous N,N-dimethylformamide were added, mixing was started, and then 4 g of 4-butyl-2-(4-hydroxyphenyl)pyrimidine (0.0130 moles) was added slowly to control the rate of hydrogen evolution. After stirring at room temperature for 20 minutes, 4.9 g (0.0137 m... Yields the product CN(C)C(=O)N1CC2CC(CC3CCCCC3)(C(=O)O)CC2C1. Starting materials: CN(C)C(=O)N1CC2CC(C=O)(CC3CCCCC3)CC2C1, CC=C(C)C, [O-][Cl+][O-], [Na+], [Na+], C1CCOC1, O, O, O, O=P([O-])(O)O. As a reaction SMILES: [CH3:1][N:2]([C:3](=[O:4])[N:5]1[CH2:6][CH:7]2[CH:8]([CH2:9]1)[CH2:10][C:11]([CH:13]=[O:14])([CH2:15][CH:16]1[CH2:17][CH2:18][CH2:19][CH2:20][CH2:21]1)[CH2:12]2)[CH3:22].[CH3:35][C:36](=[CH:37][CH3:38])[CH3:39].[Cl+:31]([O-:32])[O-:33].[Na+:30].[Na+:34].[O:40]1[CH2:41][CH2:42][CH2:43][CH2:44]1.[OH2:23].[OH2:24].[OH2:45].[P:25](=[O:26])([O-:27])([OH:28])[OH:29]>>[CH3:1][N:2]([C:3](=[O:4])[N:5]1[CH2:6][CH:7]2[CH:8]([CH2:9]1)[CH2:10][C:11]([C:13](=[O:14])[OH:26])([CH2:15][CH:16]1[CH2:17][CH2:18][CH2:19][CH2:20][CH2:21]1)[CH2:12]2)[CH3:22]. The reactants are N1=CC=CC=C1 (pyridine), C(C1=CC=CC=C1)(C1=CC=CC=C1)OC1=CC=C(C=C1)CO ((4-(Benzhydryloxy)phenyl)methanol), P(Br)(Br)Br (PBr3). Solvent: C1(=CC=CC=C1)C (toluene). Reaction conditions: temperature 0 celsius, time 1 hour. Yields the product BrCC1=CC=C(OC(C2=CC=CC=C2)C2=CC=CC=C2)C=C1 (((4-(bromomethyl)phenoxy)methylene)dibenzene). RXN SMILES: [CH:1]([O:14][C:15]1[CH:20]=[CH:19][C:18]([CH2:21]O)=[CH:17][CH:16]=1)([C:8]1[CH:13]=[CH:12][CH:11]=[CH:10][CH:9]=1)[C:2]1[CH:7]=[CH:6][CH:5]=[CH:4][CH:3]=1.N1C=CC=CC=1.P(Br)(Br)[Br:30]>C1(C)C=CC=CC=1>[Br:30][CH2:21][C:18]1[CH:19]=[CH:20][C:15]([O:14][CH:1]([C:8]2[CH:13]=[CH:12][CH:11]=[CH:10][CH:9]=2)[C:2]2[CH:7]=[CH:6][CH:5]=[CH:4][CH:3]=2)=[CH:16][CH:17]=1. Reported procedure: (4-(Benzhydryloxy)phenyl)methanol (500 mg, 1.72 mmol) was dissolved in toluene (20 ml) and pyridine (139 uL, 1.72 mmol) was added. The solution was cooled to 0° C. PBr3 (163 uL, 1.72 mmol) was added dropwise over 15 min. The resulting mixture was stirred at room temperature for 1 h. It was then washed with saturated K2CO3 solution and extracted with EtOAc (3×30 mL). The EtOAc layer was washed with brine and dried (MgSO4). The solvent was evaporated off in-vacuo to obtain ((4-(bromomethyl)phenoxy... Starting materials: Br.CN(CCCC1(OCC2=C1C=CC(=C2)C#N)C2=CC=C(C=C2)F)C (1-[3-(dimethylamino)propyl]-1-(4-fluorophenyl)-1,3-dihydro-2-benzofuran-5-carbonitrile hydrobromide), N (ammonia). The reagents and catalysts are [Cu](Cl)Cl (copper(II) chloride). The solvent is C(C)O (ethanol). Run at temperature 80 celsius. The product is CN(CCCC1(OCC2=C1C=CC(=C2)C(N)=N)C2=CC=C(C=C2)F)C (1-[3-(dimethylamino)propyl]-1-(4-fluorophenyl)-1,3-dihydro-2-benzofuran-5-carboximidamide), pale yellow powder. Isolated yield 23.0%. As a reaction SMILES: Br.[CH3:2][N:3]([CH3:25])[CH2:4][CH2:5][CH2:6][C:7]1([C:18]2[CH:23]=[CH:22][C:21]([F:24])=[CH:20][CH:19]=2)[C:11]2[CH:12]=[CH:13][C:14]([C:16]#[N:17])=[CH:15][C:10]=2[CH2:9][O:8]1.[NH3:26]>C(O)C.[Cu](Cl)Cl>[CH3:25][N:3]([CH3:2])[CH2:4][CH2:5][CH2:6][C:7]1([C:18]2[CH:19]=[CH:20][C:21]([F:24])=[CH:22][CH:23]=2)[C:11]2[CH:12]=[CH:13][C:14]([C:16](=[NH:26])[NH2:17])=[CH:15][C:10]=2[CH2:9][O:8]1 |f:0.1|. Procedure details: A mixture of 1-[3-(dimethylamino)propyl]-1-(4-fluorophenyl)-1,3-dihydro-2-benzofuran-5-carbonitrile hydrobromide (citalopram hydrobromide, 300 mg, 1.0 equiv), copper(II) chloride (1.5 equiv) and ammonia (2.8 equiv) in ethanol (6 mL) was heated at 80° C. for 48 h. The mixture was cooled to room temperature and concentrated to dryness to give crude product (M/Z 342 [M++H]). This material was purified by re-suspending the crude product in fresh ethanol, filtration to remove insoluble material and s...